Dataset: the Open Reaction Database (ORD), a public repository of structured organic reaction records. Task: describe an organic reaction: reactants, conditions, products, and yield Reactants: O=S(Cl)Cl (SOCl2), CN(C)C=O (DMF), O1COC2=C1C=CC(=C2)C2(CC2)C(=O)NC2=CC=CC(=N2)C2=CC=C(C=C2)S(=O)(=O)O (4-(6-(1-(Benzo[d][1,3]dioxol-5-yl)cyclopropanecarboxamido)pyridin-2-yl)benzenesulfonic acid). The solvent is O=P(Cl)(Cl)Cl (POCl3). Run at temperature 75 celsius. The product is O1COC2=C1C=CC(=C2)C2(CC2)C(=O)NC2=CC=CC(=N2)C2=CC=C(C=C2)S(=O)(=O)Cl (4-(6-(1-(Benzo[d][1,3]dioxol-5-yl)cyclopropane-carboxamido)pyridin-2-yl)benzene-1-sulfonyl chloride). RXN SMILES: [O:1]1[C:5]2[CH:6]=[CH:7][C:8]([C:10]3([C:13]([NH:15][C:16]4[N:21]=[C:20]([C:22]5[CH:27]=[CH:26][C:25]([S:28]([OH:31])(=O)=[O:29])=[CH:24][CH:23]=5)[CH:19]=[CH:18][CH:17]=4)=[O:14])[CH2:12][CH2:11]3)=[CH:9][C:4]=2[O:3][CH2:2]1.O=S(Cl)[Cl:34].CN(C=O)C>O=P(Cl)(Cl)Cl>[O:1]1[C:5]2[CH:6]=[CH:7][C:8]([C:10]3([C:13]([NH:15][C:16]4[N:21]=[C:20]([C:22]5[CH:27]=[CH:26][C:25]([S:28]([Cl:34])(=[O:31])=[O:29])=[CH:24][CH:23]=5)[CH:19]=[CH:18][CH:17]=4)=[O:14])[CH2:12][CH2:11]3)=[CH:9][C:4]=2[O:3][CH2:2]1. Procedure details: 4-(6-(1-(Benzo[d][1,3]dioxol-5-yl)cyclopropanecarboxamido)pyridin-2-yl)benzenesulfonic acid (1.9 g, 4.3 mmol) was dissolved in POCl3 (30 mL) followed by the addition of SOCl2 (3 mL) and DMF (100 μl). The reaction mixture was heated at 70-80° C. for 15 min. The volatiles were evaporated and then re-evaporated with chloroform-toluene. The residual brown oil was diluted with chloroform (22 mL) and used for sulfonylation immediately. ESI-MS m/z calc. 456.0. found 457.1 (M+1). The product is O1C(=NC2=C1C=CC=C2)N2[C@@H](CCCC2)C(=O)NCCN2[C@H](CNC[C@H]2C)C ((2S)-1-(1,3-benzoxazol-2-yl)-N2 -2-[(cis)-2,6-dimethyl-1-piperazinyl]ethyl-2-piperidinecarboxamide). Reported procedure: Trifluoroacetic acid (10 ml) was added to a solution of tert-butyl (cis)-4-[2-([(2S)-1-(1,3-benzoxazol-2-yl)-2-piperidinyl]carbonylamino)ethyl]-3,5-dimethyl-1-piperazinecarboxylate (0.95 g) [see Preparation 8] in dichloromethane (10 ml) at 0° C. The reaction mixture was then stirred at room temperature for 1.5 hours, after which time the solvent was removed under reduced pressure and the residue partitioned between saturated potassium carbonate solution and ethyl acetate. The organic layer was s... Run in ClCCl (dichloromethane). Isolated yield 86.2%. Conditions: time 1.5 hour. Starting materials: FC(C(=O)O)(F)F (Trifluoroacetic acid), O1C(=NC2=C1C=CC=C2)N2[C@@H](CCCC2)C(=O)NCCN2[C@@H](CN(C[C@@H]2C)C(=O)OC(C)(C)C)C (tert-butyl (cis)-4-[2-([(2S)-1-(1,3-benzoxazol-2-yl)-2-piperidinyl]carbonylamino)ethyl]-3,5-dimethyl-1-piperazinecarboxylate). RXN SMILES: FC(F)(F)C(O)=O.[O:8]1[C:12]2[CH:13]=[CH:14][CH:15]=[CH:16][C:11]=2[N:10]=[C:9]1[N:17]1[CH2:22][CH2:21][CH2:20][CH2:19][C@H:18]1[C:23]([NH:25][CH2:26][CH2:27][N:28]1[C@@H:33]([CH3:34])[CH2:32][N:31](C(OC(C)(C)C)=O)[CH2:30][C@H:29]1[CH3:42])=[O:24]>ClCCl>[O:8]1[C:12]2[CH:13]=[CH:14][CH:15]=[CH:16][C:11]=2[N:10]=[C:9]1[N:17]1[CH2:22][CH2:21][CH2:20][CH2:19][C@H:18]1[C:23]([NH:25][CH2:26][CH2:27][N:28]1[C@H:33]([CH3:34])[CH2:32][NH:31][CH2:30][C@@H:29]1[CH3:42])=[O:24].